This data is from the Open Reaction Database (ORD), a public repository of structured organic reaction records. The task is: describe an organic reaction: reactants, conditions, products, and yield Starting materials: BrC1=C(C2=C(N(C(N(C2=O)CCCOC2OCCCC2)=O)C)S1)C=O (6-bromo-1-methyl-2,4-dioxo-3-(3-((tetrahydro-2H-pyran-2-yl)oxy)propyl)-1,2,3,4-tetrahydrothieno[2,3-d]pyrimidine-5-carbaldehyde), C(C(C)C)[Mg]Br (isobutylmagnesium bromide). Run in C(Cl)Cl (DCM), O (water), C1CCOC1 (THF). Reaction conditions: time 5 minute. Product: BrC1=C(C2=C(N(C(N(C2=O)CCCOC2OCCCC2)=O)C)S1)C(CC(C)C)O (6-bromo-5-(1-hydroxy-3-methylbutyl)-1-methyl-3-(3-((tetrahydro-2H-pyran-2-yl)oxy)propyl)thieno[2,3-d]pyrimidine-2,4(1H,3H)-dione). The yield is 15.5%. Reaction SMILES: [Br:1][C:2]1[S:23][C:5]2[N:6]([CH3:22])[C:7](=[O:21])[N:8]([CH2:11][CH2:12][CH2:13][O:14][CH:15]3[CH2:20][CH2:19][CH2:18][CH2:17][O:16]3)[C:9](=[O:10])[C:4]=2[C:3]=1[CH:24]=[O:25].[CH2:26]([Mg]Br)[CH:27]([CH3:29])[CH3:28]>C1COCC1.C(Cl)Cl.O>[Br:1][C:2]1[S:23][C:5]2[N:6]([CH3:22])[C:7](=[O:21])[N:8]([CH2:11][CH2:12][CH2:13][O:14][CH:15]3[CH2:20][CH2:19][CH2:18][CH2:17][O:16]3)[C:9](=[O:10])[C:4]=2[C:3]=1[CH:24]([OH:25])[CH2:26][CH:27]([CH3:29])[CH3:28]. Procedure details: To a solution of 6-bromo-1-methyl-2,4-dioxo-3-(3-((tetrahydro-2H-pyran-2-yl)oxy)propyl)-1,2,3,4-tetrahydrothieno[2,3-d]pyrimidine-5-carbaldehyde (400 mg, 0.92 mmol) in THF (5 mL) was added isobutylmagnesium bromide (0.92 mL, 0.92 mmol) dropwise. The reaction was stirred at RT for 5 min then diluted with DCM (5 mL) and water (5 mL). The organic layer was dried over Na2SO4 and concentrated to a residue which was purified by chromatography eluted with PE/EA (5:1 to 1:1) to give 6-bromo-5-(1-hydroxy... The reactants are COC(=O)C=1C=C(C=CC1[N+](=O)[O-])OC=2C=CC(=CC2Cl)Cl (bifenox), [N+](=O)([O-])C1=C(C(=O)OC)C=C(C=C1)OC1=C(C=C(C=C1)Cl)Cl (methyl 2-nitro-5-(2'4'-dichlorophenoxy)-benzoate), C(C1=CC=CC=C1)(=O)Cl (benzoyl chloride). Product: ClC=1C=C(C(=O)Cl)C=CC1 (m-chlorobenzoyl chloride). As a reaction SMILES: COC(C1C=C(OC2C=CC(Cl)=CC=2[Cl:21])C=CC=1[N+]([O-])=O)=O.[C:23]([Cl:31])(=[O:30])[C:24]1[CH:29]=[CH:28][CH:27]=[CH:26][CH:25]=1>>[Cl:21][C:26]1[CH:25]=[C:24]([CH:29]=[CH:28][CH:27]=1)[C:23]([Cl:31])=[O:30]. Procedure details: In the commercial process for producing herbicidal bifenox, i.e., methyl 2-nitro-5-(2'4'-dichlorophenoxy)-benzoate, preparation of a reaction precursor involves the chlorination of benzoyl chloride to obtain m-chlorobenzoyl chloride. This material is then reacted with methanol to produce the corresponding methyl chlorobenzoate. The reactants are N([C@@H](CC(C)C)[C@@H](O)CC(=O)NCCC(=O)N[C@@H](CC1=CNC=N1)C(=O)N)C(=O)OCC1=CC=CC=C1 (Z-Sta-β-Ala-His-NH2), Pd on-carbon, C(=O)=O (CO2). The solvent is CO (methanol). Yields the product N[C@@H](CC(C)C)[C@@H](O)CC(=O)NCCC(=O)N[C@@H](CC1=CNC=N1)C(=O)N (H-Sta-β-Ala-His-NH2). RXN SMILES: [NH:1](C(OCC1C=CC=CC=1)=O)[C@H:2]([C@H:7]([CH2:9][C:10]([NH:12][CH2:13][CH2:14][C:15]([NH:17][C@H:18]([C:25]([NH2:27])=[O:26])[CH2:19][C:20]1[N:24]=[CH:23][NH:22][CH:21]=1)=[O:16])=[O:11])[OH:8])[CH2:3][CH:4]([CH3:6])[CH3:5].C(=O)=O>CO>[NH2:1][C@H:2]([C@H:7]([CH2:9][C:10]([NH:12][CH2:13][CH2:14][C:15]([NH:17][C@H:18]([C:25]([NH2:27])=[O:26])[CH2:19][C:20]1[N:24]=[CH:23][NH:22][CH:21]=1)=[O:16])=[O:11])[OH:8])[CH2:3][CH:4]([CH3:6])[CH3:5]. Procedure details: 240 mg of Z-Sta-β-Ala-His-NH2 are hydrogenated in 10 ml of 95% strength methanol with 50 mg of Pd-on-carbon (10% Pd) with CO2 -absorption until saturation. The catalyst is filtered off, the filtrate is concentrated to dryness and the solid amorphous residue is pulverised and then dried in a high vacuum, yielding H-Sta-β-Ala-His-NH2 ; Rf (E)=0.11; Rf (M)=0.26. The reactants are O=C1NC(=O)c2c(Br)c(Br)c(Br)c(Br)c21, O=C(Cl)c1c(Cl)c(Cl)c(Cl)c(Cl)c1Cl, [K], C1COCCO1. Product: O=C(c1c(Cl)c(Cl)c(Cl)c(Cl)c1Cl)N1C(=O)c2c(Br)c(Br)c(Br)c(Br)c2C1=O. As a reaction SMILES: [Br:2][c:3]1[c:4]2[c:5]([c:11]([Br:16])[c:12]([Br:15])[c:13]1[Br:14])[C:6](=[O:7])[NH:8][C:9]2=[O:10].[Cl:17][c:18]1[c:19]([Cl:30])[c:20]([Cl:29])[c:21]([Cl:28])[c:22]([Cl:27])[c:23]1[C:24](=[O:25])[Cl:26].[K:1].[O:31]1[CH2:32][CH2:33][O:34][CH2:35][CH2:36]1>>[Br:2][c:3]1[c:4]2[c:5]([c:11]([Br:16])[c:12]([Br:15])[c:13]1[Br:14])[C:6](=[O:7])[N:8]([C:24]([c:23]1[c:18]([Cl:17])[c:19]([Cl:30])[c:20]([Cl:29])[c:21]([Cl:28])[c:22]1[Cl:27])=[O:25])[C:9]2=[O:10]. Starting materials: BrC=1C=C(C=C(C1OC)OC)C=CC=O (3-(3-bromo-4,5-dimethoxyphenyl)-propenal), ( 2H ), ( 1H ), ( m ), ( m ), ( m ), OC=1C=CC=C2C=CC=NC12 (8-hydroxyquinoline), N1CCOCC1 (morpholine), ( 1H ). Yields the product BrC=1C=C(C=C(C1OC)OC)C1CC(OC2=C3C(=CC=C12)C=CC=N3)O (4-(3-Bromo-4,5-dimethoxyphenyl)-2-hydroxy-pyrido[3,2-h]chroman). Yield: 34.0%. RXN SMILES: [Br:1][C:2]1[CH:3]=[C:4]([CH:12]=[CH:13][CH:14]=[O:15])[CH:5]=[C:6]([O:10][CH3:11])[C:7]=1[O:8][CH3:9].[OH:16][C:17]1[CH:18]=[CH:19][CH:20]=[C:21]2[C:26]=1[N:25]=[CH:24][CH:23]=[CH:22]2.N1CCOCC1>>[Br:1][C:2]1[CH:3]=[C:4]([CH:12]2[C:18]3[C:17](=[C:26]4[N:25]=[CH:24][CH:23]=[CH:22][C:21]4=[CH:20][CH:19]=3)[O:16][CH:14]([OH:15])[CH2:13]2)[CH:5]=[C:6]([O:10][CH3:11])[C:7]=1[O:8][CH3:9]. Procedure: The title compound was prepared following the procedure as in Example 18 from 3-(3-bromo-4,5-dimethoxyphenyl)-propenal (25 mg; 0.09 mmol) and 8-hydroxyquinoline (9 mg; 0.06 mmol) using morpholine (10 μl; 0.11 mmol) as base (yield: 34%). 1H NMR (acetone-d6): 8.85 (overlapping dd, J=1.8, 4.3 Hz; 1H), 8.20 (overlapping dd, J=1.8, 8.4 Hz; 1H), 7.47 (dd, J =4.1, 8.2 Hz, 1H), 7.34 (d, J=8.4 Hz) and 7.32 (d, J=8.4 Hz) (1H), 7.08 (d, J=2.1 Hz), 7.06 (d, J=2.1 Hz) and 7.05 (d, J=2.0 Hz) (2H), 6.98 (d, J=... Reactants: C(#N)C=1C(=CC(=NC1)NC(C(F)(F)F)=O)C (N-(5-Cyano-4-methyl-2-pyridinyl)-2,2,2-trifluoroacetamide), C(=O)O (formic acid). The solvent is O (water), [Ni].[Al] (nickel aluminium). Yields the product NC1=CC(=C(C=N1)C=O)C (6-Amino-4-methyl-3-pyridinecarbaldehyde). RXN SMILES: [C:1]([C:3]1[C:4]([CH3:16])=[CH:5][C:6]([NH:9]C(=O)C(F)(F)F)=[N:7][CH:8]=1)#N.C(O)=[O:18]>O.[Ni].[Al]>[NH2:9][C:6]1[N:7]=[CH:8][C:3]([CH:1]=[O:18])=[C:4]([CH3:16])[CH:5]=1 |f:3.4|. Procedure details: A solution of N-(5-cyano-4-methyl-2-pyridinyl)-2,2,2-trifluoroacetamide (D98) (0.050 g, 0.22 mmol) in formic acid (1.35 mL) was diluted with water (0.48 mL) and nickel/aluminium alloy (0.122 g) was added. The reaction mixture was heated at reflux under argon for 2 h then filtered while still hot, washing with further formic acid (3×5 mL). The filtrate and washings were concentrated, diluted with toluene (5 mL) and re-concentrated to give the crude title compound as a pale yellow solid (0.053 g) ... Starting materials: O=C([O-])[O-], CC(=O)Nc1nc(C)c(-c2cnnc(Cl)c2)s1, [Cs+], [Cs+], [I-], NS(=O)(=O)c1ccccc1. Product: CC(=O)Nc1nc(C)c(-c2cnnc(NS(=O)(=O)c3ccccc3)c2)s1. RXN SMILES: [C:28](=[O:29])([O-:30])[O-:31].[Cl:1][c:2]1[cH:3][c:4](-[c:8]2[c:9]([CH3:17])[n:10][c:11]([NH:13][C:14]([CH3:15])=[O:16])[s:12]2)[cH:5][n:6][n:7]1.[Cs+:32].[Cs+:33].[I-:34].[c:18]1([S:24](=[O:25])(=[O:26])[NH2:27])[cH:19][cH:20][cH:21][cH:22][cH:23]1>>[c:2]1([NH:27][S:24]([c:18]2[cH:19][cH:20][cH:21][cH:22][cH:23]2)(=[O:25])=[O:26])[cH:3][c:4](-[c:8]2[c:9]([CH3:17])[n:10][c:11]([NH:13][C:14]([CH3:15])=[O:16])[s:12]2)[cH:5][n:6][n:7]1.